From a dataset of the Open Reaction Database (ORD), a public repository of structured organic reaction records. describe an organic reaction: reactants, conditions, products, and yield Starting materials: CI (methyl iodide), CO (methanol), COC=1C=C(CN2CCN(CC2)C(=S)[S-])C=C(C1OC)OC.[Na+] (sodium 4-(3,4,5-trimethoxybenzyl)piperazinecarbodithioate), ice, CO (methanol). Run in O (water). Conditions: time 3 hour. The product is COC=1C=C(CN2CCN(CC2)C(=S)SC)C=C(C1OC)OC (Methyl 4-(3,4,5-trimethoxybenzyl)-1-piperazinecarbodithioate). As a reaction SMILES: [CH3:1]O.[CH3:3][O:4][C:5]1[CH:6]=[C:7]([CH:18]=[C:19]([O:23][CH3:24])[C:20]=1[O:21][CH3:22])[CH2:8][N:9]1[CH2:14][CH2:13][N:12]([C:15]([S-:17])=[S:16])[CH2:11][CH2:10]1.[Na+].CI>O>[CH3:24][O:23][C:19]1[CH:18]=[C:7]([CH:6]=[C:5]([O:4][CH3:3])[C:20]=1[O:21][CH3:22])[CH2:8][N:9]1[CH2:10][CH2:11][N:12]([C:15]([S:17][CH3:1])=[S:16])[CH2:13][CH2:14]1 |f:1.2|. Reported procedure: To 70 ml of methanol containing 6.67 g of sodium 4-(3,4,5-trimethoxybenzyl)piperazinecarbodithioate was dropwise added under chilling with ice 20 ml of methanol solution containing 2.6 g of methyl iodide for 20 min. The resulting mixture was further stirred for 3 hours under chilling with ice. The reaction solution was placed under reduced pressure to distill off the solvent, leaving a residue. The residue was dissolved in water, and then extracted with chloroform. The chloroform portion was was... Starting materials: FC1=C(C=CC(=C1)OCCCN(CC)CC)[N+](=O)[O-] (2-fluoro-4-(3-diethylamino-1-propoxy)nitrobenzene), C(C)N (ethylamine). Solvent: C1CCOC1 (THF). Yields the product C(C)NC1=C(C=CC(=C1)OCCCN(CC)CC)[N+](=O)[O-] (2-(ethylamino)-4-(3-diethylamino-1-propoxy)nitrobenzene). Yield: 88.0%. RXN SMILES: F[C:2]1[CH:7]=[C:6]([O:8][CH2:9][CH2:10][CH2:11][N:12]([CH2:15][CH3:16])[CH2:13][CH3:14])[CH:5]=[CH:4][C:3]=1[N+:17]([O-:19])=[O:18].[CH2:20]([NH2:22])[CH3:21]>C1COCC1>[CH2:20]([NH:22][C:2]1[CH:7]=[C:6]([O:8][CH2:9][CH2:10][CH2:11][N:12]([CH2:15][CH3:16])[CH2:13][CH3:14])[CH:5]=[CH:4][C:3]=1[N+:17]([O-:19])=[O:18])[CH3:21]. Procedure: A solution of 2-fluoro-4-(3-diethylamino-1-propoxy)nitrobenzene (2 mmol; preparation described in Example 5) in THF (5 mL) is treated with ethylamine (4 mmol) at rt. After completion of the reaction, the reaction mixture is concentrated in vacuo. The residue is redissolved in EtOAc (10 mL), washed with saturated sodium bicarbonate solution, water, and brine. The organic phase is then dried over sodium sulfate and the solvent is removed in vacuo to afford the product, 2-(ethylamino)-4-(3-diethyla... The reactants are N1N=CN=C1 (1H-1,2,4-triazole), [H-].[Na+] (sodium hydride), BrCCCCC1=C2C(C(=O)NC2=O)=CC=C1 (bromobutylphthalimide). Run in CN(C=O)C (dimethylformamide). Reaction conditions: time 1.5 hour. Yields the product N1(N=CN=C1)CCCCN1C(C2=CC=CC=C2C1=O)=O (2-[4-(1H-1,2,4-triazol-1-yl)butyl]-1H-isoindol-1,3(2H)-dione). Isolated yield 172.7%. RXN SMILES: [NH:1]1[CH:5]=[N:4][CH:3]=[N:2]1.[H-].[Na+].BrCCCC[C:13]1[CH:23]=[CH:22][CH:21]=[C:15]2[C:16]([NH:18][C:19](=[O:20])[C:14]=12)=[O:17]>CN(C)C=O>[N:1]1([CH2:23][CH2:13][CH2:14][CH2:15][N:18]2[C:19](=[O:20])[C:14]3[C:15](=[CH:21][CH:22]=[CH:23][CH:13]=3)[C:16]2=[O:17])[CH:5]=[N:4][CH:3]=[N:2]1 |f:1.2|. Reported procedure: A mixture of about 9.0 g of 1H-1,2,4-triazole, about 6.24 g of approximately 50% sodium hydride in oil and about 130 ml of dimethylformamide was stirred for about 1.5 hours, then about 33 g of bromobutylphthalimide was added and this mixture was heated on a steam bath for about 6 hours, then concentrated to a solid residue. Water and methylene chloride were added, the organic layer was separated, washed with water, dried and concentrated to a residue. This residue was recrystallized from ethanol... Reactants: N(=NC(C(=O)[O-])(CC)C)C(C(=O)[O-])(CC)C (2,2′-azobis(methyl 2-methylpropionate)), C(C(=C)C)(=O)OC(C)OCC (1-ethoxyethyl methacrylate), C(C(=C)C)(=O)OCC1CO1 (glycidyl methacrylate), C(C(=C)C)(=O)OCC1=CC=CC=C1 (benzyl methacrylate). The solvent is C(C(C)C)C(=O)C (methyl isobutyl ketone), CCCCCCC (heptane). Conditions: time 6 hour. Product: C(C(=C)C)(=O)OC(C)OCC.C(C(=C)C)(=O)OCC1CO1.C(C(=C)C)(=O)OCC1=CC=CC=C1 (1-ethoxyethyl methacrylate glycidyl methacrylate benzyl methacrylate). RXN SMILES: [C:1]([O:6][CH:7]([O:9][CH2:10][CH3:11])[CH3:8])(=[O:5])[C:2]([CH3:4])=[CH2:3].[C:12]([O:17][CH2:18][CH:19]1[O:21][CH2:20]1)(=[O:16])[C:13]([CH3:15])=[CH2:14].[C:22]([O:27][CH2:28][C:29]1[CH:34]=[CH:33][CH:32]=[CH:31][CH:30]=1)(=[O:26])[C:23]([CH3:25])=[CH2:24].N(C(C)(CC)C([O-])=O)=NC(C)(CC)C([O-])=O>CCCCCCC.C(C(C)=O)C(C)C>[C:1]([O:6][CH:7]([O:9][CH2:10][CH3:11])[CH3:8])(=[O:5])[C:2]([CH3:4])=[CH2:3].[C:12]([O:17][CH2:18][CH:19]1[O:21][CH2:20]1)(=[O:16])[C:13]([CH3:15])=[CH2:14].[C:22]([O:27][CH2:28][C:29]1[CH:30]=[CH:31][CH:32]=[CH:33][CH:34]=1)(=[O:26])[C:23]([CH3:25])=[CH2:24] |f:6.7.8|. Reported procedure: Into a 500 ml-volume three-neck flask, 47.5 g (0.3 mol) of 1-ethoxyethyl methacrylate, 25.6 g (0.18 mol) of glycidyl methacrylate, 21.2 g (0.12 mol) of benzyl methacrylate and 300 ml of methyl isobutyl ketone were charged. A catalytic amount of 2,2′-azobis(methyl 2-methylpropionate) was added thereto as a radical polymerization initiator, and polymerization was allowed to proceed at 80° C. for 6 hours in a nitrogen stream. The reaction solution was cooled and then poured in a large amount of hep... Starting materials: CNC=1C=C(C=CC1[N+](=O)[O-])O (3-methylamino-4-nitro-phenol), C(=O)O (formic acid). The reagents and catalysts are [Fe] (iron). Solvent: CO (methanol). Conditions: temperature 100 celsius, time 8 hour. Product: CN1C=NC2=C1C=C(C=C2)O (3-methyl-3H-benzoimidazol-5-ol). Isolated yield 94.0%. As a reaction SMILES: [CH3:1][NH:2][C:3]1[CH:4]=[C:5]([OH:12])[CH:6]=[CH:7][C:8]=1[N+:9]([O-])=O.[CH:13](O)=O>CO.[Fe]>[CH3:1][N:2]1[C:3]2[CH:4]=[C:5]([OH:12])[CH:6]=[CH:7][C:8]=2[N:9]=[CH:13]1. Reported procedure: To a suspension of 3-methylamino-4-nitro-phenol (300 mg, 1.786 mmol) in formic acid (4 mL) was added iron powder (1.0 g, 17.86 mmol). The reaction mixture was stirred at 100° C. overnight, then it was cooled to room temperature and diluted with methanol. The insolubles were filtered and washed with methanol. The filtrate was concentrated in vacuo and adsorbed on silica gel. Purification by flash chromatography on silica gel using a gradient of 0-15% methanol/dichloromethane afforded 249 mg of 3-... Reactants: [N+](=O)([O-])C1=C(C=C(C=C1)C(N(CC=1N(C2=CC=CC=C2C1)C)C)=O)CN(C(C)=O)C1=CC=CC=C1 (N-[(2-nitro-5-{N-methyl-N-[(1-methylindol-2-yl)methyl]carbamoyl}phenyl)methyl]-N-phenylacetamide). Reagents/catalysts: [Pd] (Pd/C). Solvent: CO (CH3OH). Run at time 4 hour. Product: NC1=C(C=C(C=C1)C(N(CC=1N(C2=CC=CC=C2C1)C)C)=O)CN(C(C)=O)C1=CC=CC=C1 (N-[(2-amino-5-{N-methyl-N-[(1-methylindol-2-yl)methyl]carbamoyl}phenyl)methyl]-N-phenylacetamide). Yield: 68.1%. Reaction SMILES: [N+:1]([C:4]1[CH:9]=[CH:8][C:7]([C:10](=[O:24])[N:11]([CH3:23])[CH2:12][C:13]2[N:14]([CH3:22])[C:15]3[C:20]([CH:21]=2)=[CH:19][CH:18]=[CH:17][CH:16]=3)=[CH:6][C:5]=1[CH2:25][N:26]([C:30]1[CH:35]=[CH:34][CH:33]=[CH:32][CH:31]=1)[C:27](=[O:29])[CH3:28])([O-])=O>CO.[Pd]>[NH2:1][C:4]1[CH:9]=[CH:8][C:7]([C:10](=[O:24])[N:11]([CH3:23])[CH2:12][C:13]2[N:14]([CH3:22])[C:15]3[C:20]([CH:21]=2)=[CH:19][CH:18]=[CH:17][CH:16]=3)=[CH:6][C:5]=1[CH2:25][N:26]([C:30]1[CH:35]=[CH:34][CH:33]=[CH:32][CH:31]=1)[C:27](=[O:29])[CH3:28]. Procedure details: To a solution of N-[(2-nitro-5-{N-methyl-N-[(1-methylindol-2-yl)methyl]carbamoyl}phenyl)methyl]-N-phenylacetamide (0.82 g, 1.7 mmole) in CH3OH (50 mL) in a Parr hydrogenation flask was added 10% Pd/C (0.50 g). The contents were shaken on a Parr shaker under H2 (50 psi) for 4 hours. The reaction suspension was filtered through celite and concentrated under vacuum. Purification on silica (CHCl3/CH3OH, 95:5) afforded the title compound (0.51 g, 68%) as an off-white solid: MS (ES) m/e 441 (M+H)+.